Dataset: the Open Reaction Database (ORD), a public repository of structured organic reaction records. Task: describe an organic reaction: reactants, conditions, products, and yield Starting materials: CCCCC(CC)CO, [Na+], [OH-], Cc1ccccc1O, Cc1ccccc1C. Product: [Na+], Cc1c(O)cccc1C(=O)[O-]. As a reaction SMILES: [CH2:3]([CH:4]([CH2:5][CH2:8][CH2:9][CH3:10])[CH2:6][OH:7])[CH3:11].[Na+:2].[OH-:1].[c:12]1([CH3:19])[cH:13][cH:14][cH:15][cH:16][c:17]1[OH:18].[c:20]1([CH3:21])[c:22]([CH3:23])[cH:24][cH:25][cH:26][cH:27]1>>[Na+:2].[O:1]=[C:6]([O-:7])[c:13]1[c:12]([CH3:19])[c:17]([OH:18])[cH:16][cH:15][cH:14]1.